This data is from the Open Reaction Database (ORD), a public repository of structured organic reaction records. The task is: describe an organic reaction: reactants, conditions, products, and yield The reactants are CC(C)(C)[O-].[K+] (KOtBu), ice, [Cl-].COC[P+](C1=CC=CC=C1)(C1=CC=CC=C1)C1=CC=CC=C1 ((methoxymethyl)triphenylphosphonium chloride), ClC=1C=CC(=C(C=O)C1)[N+](=O)[O-] (5-chloro-2-nitrobenzaldehyde), Cl (HCl). The solvent is O1CCCC1 (tetrahydrofuran), O1CCCC1 (tetrahydrofuran), O1CCCC1 (tetrahydrofuran), CO (methanol), O1CCOCC1 (dioxane). Yields the product ClC1=CC(=C(C=C1)[N+](=O)[O-])CC(OC)OC (4-Chloro-2-(2,2-dimethoxyethyl)-1-nitrobenzene). Yield: 19.3%. As a reaction SMILES: [Cl-].[CH3:2][O:3][CH2:4][P+](C1C=CC=CC=1)(C1C=CC=CC=1)C1C=CC=CC=1.C[C:25]([O-:28])(C)C.[K+].[Cl:30][C:31]1[CH:32]=[CH:33][C:34]([N+:39]([O-:41])=[O:40])=[C:35]([CH:38]=1)[CH:36]=O.Cl>O1CCCC1.CO.O1CCOCC1>[Cl:30][C:31]1[CH:32]=[CH:33][C:34]([N+:39]([O-:41])=[O:40])=[C:35]([CH2:36][CH:4]([O:28][CH3:25])[O:3][CH3:2])[CH:38]=1 |f:0.1,2.3|. Procedure details: Slurry (methoxymethyl)triphenylphosphonium chloride (32.3 g, 93.7 mmol) in tetrahydrofuran (350 ml) and cool in an ice-water bath. Add 1.0M KOtBu (94 ml, 94 mmol) in tetrahydrofuran solution to the reaction dropwise via an addition funnel. Stir reaction for one hour, then add 5-chloro-2-nitrobenzaldehyde (14.5 g, 78.1 mmol) dropwise as a solution in 100 ml tetrahydrofuran. Continue to stir in the ice bath for 20 minutes, then let warm to ambient temperature. Quench with 0.1 N HCl, extract with e... The reactants are BrC=1C=2C3=C(C(N(C3=CC1)CC(=O)OCC)=S)C=CC2 (6-bromo-2-thioxo-benz[cd]indole-1(2H)-acetic acid, ethyl ester). Run in CO (methanol), [OH-].[Na+] (sodium hydroxide). Reaction conditions: time 2 day. Product: BrC=1C=2C3=C(C(N(C3=CC1)CC(=O)O)=S)C=CC2 (6-Bromo-2-thioxo-benz[cd]indole-1(2H)-acetic Acid). The yield is 89.6%. As a reaction SMILES: [Br:1][C:2]1[C:3]2[C:4]3[C:8](=[CH:9][CH:10]=1)[N:7]([CH2:11][C:12]([O:14]CC)=[O:13])[C:6](=[S:17])[C:5]=3[CH:18]=[CH:19][CH:20]=2>CO.[OH-].[Na+]>[Br:1][C:2]1[C:3]2[C:4]3[C:8](=[CH:9][CH:10]=1)[N:7]([CH2:11][C:12]([OH:14])=[O:13])[C:6](=[S:17])[C:5]=3[CH:18]=[CH:19][CH:20]=2 |f:2.3|. Procedure: A suspension of 6-bromo-2-thioxo-benz[cd]indole-1(2H)-acetic acid, ethyl ester (2.5 g, 7.1 mmol, described in Example 5) in methanol (70 mL) and 2 N aqueous sodium hydroxide (5.3 mL) was stirred at room temperature for 2 days and evaporated. The residue was dissolved in water (300 mL, with slight warming), and the solution was acidified. The precipitate was collected by filtration, dried, and crystallized from ethanol-water to give the title compound (2.05 g): mp 253° C. (245° C. darkening); Ana... The reactants are C(C1=CC=CC=C1)OC[C@H]1N(CCC1)S(=O)(=O)C=1C=C2C3(C(N(C2=CC1)CC(C#N)(C)C)=O)OCCCO3 (3-[5′-({(2S)-2-[(benzyloxy)methyl]pyrrolidin-1-yl}sulfonyl)-2′-oxospiro[1,3-dioxane-2,3′-indol]-1′(2′H)-yl]-2,2-dimethylpropanenitrile), C1CCOC1 (THF), N (NH3). Reagents/catalysts: [Ni] (Raney Nickel). The solvent is CCO (EtOH). Reaction conditions: temperature 132 celsius. Product: OC[C@H]1N(CCC1)S(=O)(=O)C1=CC=2C(C=3N(C2C=C1)CC(CN3)(C)C)=O (8-{[(2S)-2-(Hydroxymethyl)pyrrolidin-1-yl]sulfonyl}-3,3-dimethyl-3,4-dihydropyrimido[1,2-a]indol-10(2H)-one). Isolated yield 84.3%. RXN SMILES: C([O:8][CH2:9][C@@H:10]1[CH2:14][CH2:13][CH2:12][N:11]1[S:15]([C:18]1[CH:19]=[C:20]2[C:24](=[CH:25][CH:26]=1)[N:23]([CH2:27][C:28]([CH3:32])([CH3:31])[C:29]#[N:30])[C:22](=O)[C:21]12OCCC[O:34]1)(=[O:17])=[O:16])C1C=CC=CC=1.N.C1COCC1>[Ni].CCO>[OH:8][CH2:9][C@@H:10]1[CH2:14][CH2:13][CH2:12][N:11]1[S:15]([C:18]1[CH:26]=[CH:25][C:24]2[N:23]3[CH2:27][C:28]([CH3:32])([CH3:31])[CH2:29][N:30]=[C:22]3[C:21](=[O:34])[C:20]=2[CH:19]=1)(=[O:17])=[O:16]. Procedure details: A mixture of 3-[5′-({(2S)-2-[(benzyloxy)methyl]pyrrolidin-1-yl}sulfonyl)-2′-oxospiro[1,3-dioxane-2,3′-indol]-1′(2′H)-yl]-2,2-dimethylpropanenitrile (3.00 g, 5.56 mmol), wet Raney Nickel (3.18 g) in 2M EtOH.NH3 (180 mL) and THF (30 mL) was hydrogenated at 54 lb/in2 H2 for 22 hr. The reaction was filtered through Sulka Floc and the filtrate was poured into a steel pressure vessel and heated to 132° C. for 18 hr. After cooling to room temperature the reaction was concentrated. The crude product was...